This data is from the Open Reaction Database (ORD), a public repository of structured organic reaction records. The task is: describe an organic reaction: reactants, conditions, products, and yield Starting materials: CC(C)C(=O)Cl, C1CCOC1, [H-], N#CCC#N, [Na+]. The product is CC(C)C(O)=C(C#N)C#N. Reaction SMILES: [C:8]([CH:9]([CH3:10])[CH3:11])(=[O:12])[Cl:13].[CH2:14]1[O:15][CH2:16][CH2:17][CH2:18]1.[H-:7].[N:1]#[C:2][CH2:3][C:4]#[N:5].[Na+:6]>>[N:1]#[C:2][C:3]([C:4]#[N:5])=[C:8]([CH:9]([CH3:10])[CH3:11])[OH:12]. The reactants are N#Cc1cccc(CBr)c1, C1CCOC1, CC(C)[N-]C(C)C, Cc1ccc2ccc(Cl)cc2n1, [Li+]. Yields the product N#Cc1cccc(CCc2ccc3ccc(Cl)cc3n2)c1. As a reaction SMILES: [C:21](#[N:22])[c:23]1[cH:24][c:25]([CH2:26][Br:27])[cH:28][cH:29][cH:30]1.[CH2:31]1[O:32][CH2:33][CH2:34][CH2:35]1.[CH:13]([N-:14][CH:15]([CH3:16])[CH3:17])([CH3:18])[CH3:19].[Cl:1][c:2]1[cH:3][cH:4][c:5]2[cH:6][cH:7][c:8]([CH3:12])[n:9][c:10]2[cH:11]1.[Li+:20]>>[Cl:1][c:2]1[cH:3][cH:4][c:5]2[cH:6][cH:7][c:8]([CH2:12][CH2:26][c:25]3[cH:24][c:23]([C:21]#[N:22])[cH:30][cH:29][cH:28]3)[n:9][c:10]2[cH:11]1. Reactants: CC(C)(C)c1cc(C(=O)CBr)cc(C(C)(C)C)c1O, CC(C)=CCCC(C)=CCO, CN1CCCC1=O, Cl, [K+], [OH-], O. The product is CC(C)=CCCC(C)=CCOCC(=O)c1cc(C(C)(C)C)c(O)c(C(C)(C)C)c1. As a reaction SMILES: [Br:14][CH2:15][C:16](=[O:17])[c:18]1[cH:19][c:20]([C:29]([CH3:30])([CH3:31])[CH3:32])[c:21]([OH:28])[c:22]([C:24]([CH3:25])([CH3:26])[CH3:27])[cH:23]1.[CH3:1][C:2](=[CH:3][CH2:4][OH:5])[CH2:6][CH2:7][CH:8]=[C:9]([CH3:10])[CH3:11].[CH3:35][N:36]1[CH2:37][CH2:38][CH2:39][C:40]1=[O:41].[ClH:33].[K+:13].[OH-:12].[OH2:34]>>[CH3:1][C:2](=[CH:3][CH2:4][O:5][CH2:15][C:16](=[O:17])[c:18]1[cH:19][c:20]([C:29]([CH3:30])([CH3:31])[CH3:32])[c:21]([OH:28])[c:22]([C:24]([CH3:25])([CH3:26])[CH3:27])[cH:23]1)[CH2:6][CH2:7][CH:8]=[C:9]([CH3:10])[CH3:11]. Starting materials: O=C(Cl)C(=O)Cl, ClCCl, O=C(O)c1cccnc1Cl, CN(C)C=O. Product: O=C(Cl)c1cccnc1Cl. RXN SMILES: [Cl:11][C:12]([C:13]([Cl:14])=[O:15])=[O:16].[Cl:17][CH2:18][Cl:19].[Cl:1][c:2]1[c:3]([C:4](=[O:5])[OH:6])[cH:7][cH:8][cH:9][n:10]1.[O:20]=[CH:21][N:22]([CH3:23])[CH3:24]>>[Cl:1][c:2]1[c:3]([C:4](=[O:5])[Cl:11])[cH:7][cH:8][cH:9][n:10]1.